This data is from the Open Reaction Database (ORD), a public repository of structured organic reaction records. The task is: describe an organic reaction: reactants, conditions, products, and yield Reactants: COC1=C(C=C(C(=O)OC)C=C1)OC1C(CCC1)=O (methyl 4-methoxy-3-(2-oxocyclopentyloxy)benzoate), C(CCC)[Li] (n-butyllithium). The reagents and catalysts are [Br-].C[P+](C1=CC=CC=C1)(C1=CC=CC=C1)C1=CC=CC=C1 (methyltriphenylphosphonium bromide). Run in C1CCOC1 (THF), CCCCCC (n-hexane), C1CCOC1 (THF). Reaction conditions: temperature -40 celsius. The product is C=C1C(CCC1)OC=1C=C(C(=O)OC)C=CC1OC (methyl 3-(2-methylenecyclopentyloxy)-4-methoxybenzoate). Reaction SMILES: [CH2:1]([Li])CCC.[CH3:6][O:7][C:8]1[CH:17]=[CH:16][C:11]([C:12]([O:14][CH3:15])=[O:13])=[CH:10][C:9]=1[O:18][CH:19]1[CH2:23][CH2:22][CH2:21][C:20]1=O>[Br-].C[P+](C1C=CC=CC=1)(C1C=CC=CC=1)C1C=CC=CC=1.C1COCC1.CCCCCC>[CH2:1]=[C:20]1[CH2:21][CH2:22][CH2:23][CH:19]1[O:18][C:9]1[CH:10]=[C:11]([CH:16]=[CH:17][C:8]=1[O:7][CH3:6])[C:12]([O:14][CH3:15])=[O:13] |f:2.3|. Procedure: 28.5 g of methyltriphenylphosphonium bromide are suspended under nitrogen in 300 ml of anhydrous THF and the mixture is cooled to -40° C. 50 ml of n-butyllithium (1.6M) in n-hexane are then added dropwise with stirring. After stirring at -20° to -10° for 30 min, a solution of 20 g of methyl 4-methoxy-3-(2-oxocyclopentyloxy)benzoate in 100 ml of abs. THF is added dropwise. The mixture is then allowed to warm to RT and is stirred for a further 1 h. It is poured onto water and extracted with ethyl ... The reactants are COC(C(C(C1=C(C=C(C=C1)C)C)Cl)=O)=O (3-chloro-3-(2,4-dimethyl-phenyl)-2-oxo-propionic acid methyl ester), C(C)(=S)N (thioacetamide). The product is COC(=O)C=1N=C(SC1C1=C(C=C(C=C1)C)C)C (5-(2,4-Dimethyl-phenyl)-2-methyl-thiazole-4-carboxylic Acid Methyl Ester). Reaction SMILES: [CH3:1][O:2][C:3](=[O:16])[C:4](=O)[CH:5](Cl)[C:6]1[CH:11]=[CH:10][C:9]([CH3:12])=[CH:8][C:7]=1[CH3:13].[C:17]([NH2:20])(=[S:19])[CH3:18]>>[CH3:1][O:2][C:3]([C:4]1[N:20]=[C:17]([CH3:18])[S:19][C:5]=1[C:6]1[CH:11]=[CH:10][C:9]([CH3:12])=[CH:8][C:7]=1[CH3:13])=[O:16]. Reported procedure: prepared by reaction of 3-chloro-3-(2,4-dimethyl-phenyl)-2-oxo-propionic acid methyl ester with thioacetamide. LC-MS: tR=0.96 min; [M+H]+=262.3.